Dataset: the Open Reaction Database (ORD), a public repository of structured organic reaction records. Task: describe an organic reaction: reactants, conditions, products, and yield Reactants: C1(N=CN2C1=CCCC2)=O (6,7-dihydro-5H-imidazo[1,5-a]pyridinone), FC1=C(C#N)C(=CC(=C1)I)F (2,6-difluoro-4-iodobenzonitrile). Product: FC1=C(C#N)C(=CC(=C1)C1C=2N(CCC1)C=NC2)F (2,6-Difluoro-4-(5,6,7,8-tetrahydroimidazo[1,5-a]pyridin-8-yl)benzonitrile). Reaction SMILES: [C:1]1(=O)[C:5]2=[CH:6][CH2:7][CH2:8][CH2:9][N:4]2[CH:3]=[N:2]1.[F:11][C:12]1[CH:19]=[C:18](I)[CH:17]=[C:16]([F:21])[C:13]=1[C:14]#[N:15]>>[F:11][C:12]1[CH:19]=[C:18]([CH:6]2[CH2:7][CH2:8][CH2:9][N:4]3[CH:3]=[N:2][CH:1]=[C:5]23)[CH:17]=[C:16]([F:21])[C:13]=1[C:14]#[N:15]. Reported procedure: starting from 6,7-dihydro-5H-imidazo[1,5-a]pyridinone [426219-51-4] and 2,6-difluoro-4-iodobenzonitrile [141743-50-2]